Task: describe an organic reaction: reactants, conditions, products, and yield. Dataset: the Open Reaction Database (ORD), a public repository of structured organic reaction records Reactants: C(CCC)[Li] (n-Butyllithium), BrC1=CC=C(C=C1)Br (1,4-dibromobenzene), FC(C(=O)OCC)(F)F (ethyl trifluoroacetate). Solvent: C(C)OCC (diethyl ether). Conditions: temperature -78 celsius, time 2 hour. The product is petroleum ether ethyl acetate, BrC1=CC=C(C=C1)C(C(F)F)=O (1-(4-bromophenyl)-2,2-difluoroethanone). Reaction SMILES: C([Li])CCC.Br[C:7]1[CH:12]=[CH:11][C:10]([Br:13])=[CH:9][CH:8]=1.[F:14][C:15](F)([F:21])[C:16](OCC)=[O:17]>C(OCC)C>[Br:13][C:10]1[CH:11]=[CH:12][C:7]([C:16](=[O:17])[CH:15]([F:21])[F:14])=[CH:8][CH:9]=1. Reported procedure: n-Butyllithium (1.6 M in hexane) (165 mL, 0.264 mmol) was added dropwise to a −78° C. solution of 1,4-dibromobenzene (60.1 g) in diethyl ether (500 mL). After stirring at −78° C. for 2 h, ethyl trifluoroacetate (40 g) was added dropwise and the mixture was allowed to warm to ambient temperature overnight. The reaction mixture was cooled to −20° C., quenched with saturated aqueous ammonium chloride and extracted with ether. The combined organic phases were washed with saturated aqueous sodium bic... Starting materials: [Al+3], CCOCC, Cl, [H-], [H-], [H-], [H-], [Li+], O, O=C(O)c1cc2c(s1)CCC2. Product: OCc1cc2c(s1)CCC2. Reaction SMILES: [Al+3:13].[CH3:20][CH2:21][O:22][CH2:23][CH3:24].[ClH:19].[H-:12].[H-:15].[H-:16].[H-:17].[Li+:14].[OH2:18].[s:1]1[c:2]2[c:3]([cH:4][c:5]1[C:6](=[O:7])[OH:8])[CH2:9][CH2:10][CH2:11]2>>[s:1]1[c:2]2[c:3]([cH:4][c:5]1[CH2:6][OH:7])[CH2:9][CH2:10][CH2:11]2.